From a dataset of the Open Reaction Database (ORD), a public repository of structured organic reaction records. describe an organic reaction: reactants, conditions, products, and yield Reactants: BrCC1=NC2=CC(=C(C=C2C(=C1C(CCCCC)=O)C1=CC(=C(C=C1)OC)OC)OC)OC (2-bromomethyl-4-(3,4-dimethoxyphenyl)-3-hexanoyl-6,7-dimethoxyquinoline), N1N=CN=C1 (1H-1,2,4-triazole). Product: COC=1C=C(C=CC1OC)C1=C(C(=NC2=CC(=C(C=C12)OC)OC)CN1N=CN=C1)C(CCCCC)=O (4-(3,4-dimethoxyphenyl)-3-hexanoyl-6,7-dimethoxy-2-(1,2,4-triazol-1-ylmethyl)quinoline). RXN SMILES: Br[CH2:2][C:3]1[C:12]([C:13](=[O:19])[CH2:14][CH2:15][CH2:16][CH2:17][CH3:18])=[C:11]([C:20]2[CH:25]=[CH:24][C:23]([O:26][CH3:27])=[C:22]([O:28][CH3:29])[CH:21]=2)[C:10]2[C:5](=[CH:6][C:7]([O:32][CH3:33])=[C:8]([O:30][CH3:31])[CH:9]=2)[N:4]=1.[NH:34]1[CH:38]=[N:37][CH:36]=[N:35]1>>[CH3:29][O:28][C:22]1[CH:21]=[C:20]([C:11]2[C:10]3[C:5](=[CH:6][C:7]([O:32][CH3:33])=[C:8]([O:30][CH3:31])[CH:9]=3)[N:4]=[C:3]([CH2:2][N:34]3[CH:38]=[N:37][CH:36]=[N:35]3)[C:12]=2[C:13](=[O:19])[CH2:14][CH2:15][CH2:16][CH2:17][CH3:18])[CH:25]=[CH:24][C:23]=1[O:26][CH3:27]. Reported procedure: According to the same manner as that described in Example 3, 2-bromomethyl-4-(3,4-dimethoxyphenyl)-3-hexanoyl-6,7-dimethoxyquinoline was reacted with 1H-1,2,4-triazole to give 4-(3,4-dimethoxyphenyl)-3-hexanoyl-6,7-dimethoxy-2-(1,2,4-triazol-1-ylmethyl)quinoline. This compound was recrystallized from ethanol to give colorless prisms. mp. 151°-152° C. The reactants are CC=1C=C(C=C(C1)C)O (3,5-dimethyl-phenol), C([O-])([O-])=O.[K+].[K+] (potassium carbonate), BrCCO[Si](C)(C)C(C)(C)C ((2-bromoethoxy)-tert-butyldimethylsilane). Run in CN(C=O)C (N,N-dimethylformamide). Product: C(C)(C)(C)[Si](C)(C)OCCOC1=CC(=CC(=C1)C)C (tert-butyl-[2-(3,5-dimethyl-phenoxy)-ethoxy]-dimethylsilane). RXN SMILES: [CH3:1][C:2]1[CH:3]=[C:4]([OH:9])[CH:5]=[C:6]([CH3:8])[CH:7]=1.C(=O)([O-])[O-].[K+].[K+].Br[CH2:17][CH2:18][O:19][Si:20]([C:23]([CH3:26])([CH3:25])[CH3:24])([CH3:22])[CH3:21]>CN(C)C=O>[C:23]([Si:20]([O:19][CH2:18][CH2:17][O:9][C:4]1[CH:5]=[C:6]([CH3:8])[CH:7]=[C:2]([CH3:1])[CH:3]=1)([CH3:22])[CH3:21])([CH3:26])([CH3:25])[CH3:24] |f:1.2.3|. Procedure details: To a solution of 3,5-dimethyl-phenol (3.000 g, 24.55 mmol) in N,N-dimethylformamide (120 mL) under nitrogen were added potassium carbonate (16.96 g, 122.7 mmol) and (2-bromoethoxy)-tert-butyldimethylsilane (7.90 mL, 36.8 mmol). The resulting slurry was heated at reflux for 20 hours; then, the solvent was removed under high vacuum. The residue was dissolved in ethyl acetate and the solution was backwashed with 0.2 N aqueous sodium hydroxide, water, and then brine, dried over sodium sulfate, and c... Reactants: BrC1=C(C=C(C(=N)NO)C=C1C)C (4-bromo-N-hydroxy-3,5-dimethyl-benzamidine), F[B-](F)(F)F.N1(N=NC2=C1C=CC=C2)OC(=[N+](C)C)N(C)C (2-(Benzotriazol-1-yl)-1,1,3,3-tetramethyluronium tetrafluoroborate), OC(C(=O)O)(C)C (2-hydroxy-isobutyric acid), C(C)(C)N(C(C)C)CC (N,N-diisopropyl-ethylamine). Run in CN(C=O)C (N,N-dimethylformamide), O (water). Reaction conditions: time 10 minute. Yields the product BrC1=C(C=C(C=C1C)C1=NOC(=N1)C(C)(C)O)C (3-(4-Bromo-3,5-dimethyl-phenyl)-5-(2-hydroxy-prop-2-yl)-[1,2,4]oxadiazole). As a reaction SMILES: F[B-](F)(F)F.N1(OC(N(C)C)=[N+](C)C)C2C=CC=CC=2N=N1.[OH:23][C:24]([CH3:29])([CH3:28])[C:25](O)=[O:26].C(N(CC)C(C)C)(C)C.[Br:39][C:40]1[C:49]([CH3:50])=[CH:48][C:43]([C:44]([NH:46]O)=[NH:45])=[CH:42][C:41]=1[CH3:51]>CN(C)C=O.O>[Br:39][C:40]1[C:49]([CH3:50])=[CH:48][C:43]([C:44]2[N:45]=[C:25]([C:24]([OH:23])([CH3:29])[CH3:28])[O:26][N:46]=2)=[CH:42][C:41]=1[CH3:51] |f:0.1|. Reported procedure: 2-(Benzotriazol-1-yl)-1,1,3,3-tetramethyluronium tetrafluoroborate (TBTU; 0.55 g) is added to a solution of 2-hydroxy-isobutyric acid (0.18 g) and N,N-diisopropyl-ethylamine (1.4 mL) in N,N-dimethylformamide (5 mL) at room temperature. The solution is stirred at room temperature for 10 min prior to the addition of 4-bromo-N-hydroxy-3,5-dimethyl-benzamidine (0.40 g). The solution is stirred at room temperature for another 10 min and then at 110° C. overnight. After cooling to room temperature, wa...